From a dataset of the Open Reaction Database (ORD), a public repository of structured organic reaction records. describe an organic reaction: reactants, conditions, products, and yield The reactants are [OH-].[Na+] (NaOH), C(Cl)Cl (DCM), OC=1C=C2CCCC(C2=CC1)=O (6-hydroxy tetralone), C([O-])([O-])=O.[Cs+].[Cs+] (cesium carbonate), O (water). Run in CCOCC (Et2O), CN(C)C=O (DMF). Reaction conditions: time 58 hour. Yields the product ClCCOC=1C=C2CCCC(C2=CC1)=O (6-(β-Chloroethoxy)-1-tetralone). Yield: 96.0%. RXN SMILES: [OH:1][C:2]1[CH:3]=[C:4]2[C:9](=[CH:10][CH:11]=1)[C:8](=[O:12])[CH2:7][CH2:6][CH2:5]2.[C:13](=O)([O-])[O-].[Cs+].[Cs+].O.[OH-].[Na+].[CH2:22]([Cl:24])Cl>CN(C=O)C.CCOCC>[Cl:24][CH2:22][CH2:13][O:1][C:2]1[CH:3]=[C:4]2[C:9](=[CH:10][CH:11]=1)[C:8](=[O:12])[CH2:7][CH2:6][CH2:5]2 |f:1.2.3,5.6|. Procedure: To a solution of 6-hydroxy tetralone (2.0 g, 12.3 mmol) in DMF (50 mL) was added dry cesium carbonate (8.02 g, 24.6 mmol). Neat 2-chloroethyl-p-tolensulfonate (3.49 g, 14.9 mmol) was added to this mixture and the reaction stirred at room temperature for 58 hours. The reaction was poured into 200 mL of water and to this mixture was added 10 mL of 1N NaOH followed by 200 mL of Et2O. The mixture stirred at room temperature for 2 hours. The aqueous portion was separated and extracted with Et2O (3×20... Starting materials: C=C(C)CN(C(C)=O)c1cc([N+](=O)[O-])ccc1Br, CC(=O)[O-], CC(=O)[O-], CC[N+](CC)(CC)CC, CC(=O)[O-], CN(C)C=O, O=C[O-], [Cl-], [Na+], [Na+], O, [Pd+2]. Product: CC(=O)N1CC(C)(C)c2ccc([N+](=O)[O-])cc21. RXN SMILES: [Br:1][c:2]1[c:3]([N:11]([C:12]([CH3:13])=[O:14])[CH2:15][C:16](=[CH2:17])[CH3:18])[cH:4][c:5]([N+:8](=[O:9])[O-:10])[cH:6][cH:7]1.[C:44]([O-:45])(=[O:46])[CH3:47].[C:48]([O-:49])(=[O:50])[CH3:51].[CH2:34]([N+:35]([CH2:36][CH3:37])([CH2:38][CH3:39])[CH2:40][CH3:41])[CH3:42].[CH3:24][C:25](=[O:26])[O-:27].[CH3:28][N:29]([CH3:30])[CH:31]=[O:32].[CH:19]([O-:20])=[O:21].[Cl-:33].[Na+:22].[Na+:23].[OH2:43].[Pd+2:52]>>[c:2]12[c:3]([cH:4][c:5]([N+:8](=[O:9])[O-:10])[cH:6][cH:7]1)[N:11]([C:12]([CH3:13])=[O:14])[CH2:15][C:16]2([CH3:17])[CH3:18]. The reactants are BrC1=CC=CC(=N1)C1=NC(=CC=C1)C1=C(C(=CC=C1)OC)O (6-bromo-6′-(2-hydroxy-3-methoxyphenyl)-2,2′-bipyridine), OC1=C(C=C(C=C1)OC)B(O)O (2-hydroxy-5-methoxyphenylboronic acid). Yields the product OC1=C(C=CC=C1OC)C1=CC=CC(=N1)C1=NC(=CC=C1)C1=C(C=CC(=C1)OC)O (6-(2-Hydroxy-3-methoxyphenyl)-6′-(2-hydroxy-5-methoxyphenyl)-2,2′-bipyridine). Isolated yield 16.0%. RXN SMILES: Br[C:2]1[N:7]=[C:6]([C:8]2[CH:13]=[CH:12][CH:11]=[C:10]([C:14]3[CH:19]=[CH:18][CH:17]=[C:16]([O:20][CH3:21])[C:15]=3[OH:22])[N:9]=2)[CH:5]=[CH:4][CH:3]=1.[OH:23][C:24]1[CH:29]=[CH:28][C:27]([O:30][CH3:31])=[CH:26][C:25]=1B(O)O>>[OH:22][C:15]1[C:16]([O:20][CH3:21])=[CH:17][CH:18]=[CH:19][C:14]=1[C:10]1[N:9]=[C:8]([C:6]2[CH:5]=[CH:4][CH:3]=[C:2]([C:29]3[CH:28]=[C:27]([O:30][CH3:31])[CH:26]=[CH:25][C:24]=3[OH:23])[N:7]=2)[CH:13]=[CH:12][CH:11]=1. Reported procedure: 6-(2-Hydroxy-3-methoxyphenyl)-6′-(2-hydroxy-5-methoxyphenyl)-2,2′-bipyridine was prepared from 6-bromo-6′-(2-hydroxy-3-methoxyphenyl)-2,2′-bipyridine and 2-hydroxy-5-methoxyphenylboronic acid in 16% yield using method F; δH [2H6]-DMSO 13.72,(1H, b), 12.48,(1H, b), 8.39,(1H, d), 8.32,(1H, d), 8,27-8.14,(4H, m), 7.72,(1H, d), 7.67,(1H, s), 7.09,(1H, d), 7.04-6.90,(3H, m), 3.86,(6H, s); MS 401 (MH)+; HPLC retention time (system 1) 3.98 minutes. Reactants: CC(=CC(=O)O)C (3,3-dimethylacrylic acid), C(C1=CC=CC=C1)S (benzyl mercaptan). Solvent: N1CCCCC1 (piperidine). Yields the product C(C1=CC=CC=C1)SC(CC(=O)O)(C)C (3-Benzylthio-3-methylbutanoic acid). Isolated yield 921.3%. RXN SMILES: [CH3:1][C:2]([CH3:7])=[CH:3][C:4]([OH:6])=[O:5].[CH2:8]([SH:15])[C:9]1[CH:14]=[CH:13][CH:12]=[CH:11][CH:10]=1>N1CCCCC1>[CH2:8]([S:15][C:2]([CH3:7])([CH3:1])[CH2:3][C:4]([OH:6])=[O:5])[C:9]1[CH:14]=[CH:13][CH:12]=[CH:11][CH:10]=1. Reported procedure: A solution of 3,3-dimethylacrylic acid (7 g, 70 mmol) and benzyl mercaptan (8.9 mL, 7.5 mmol) in piperidine (70 mL) was heated to reflux for 2 days. Piperidine was then evaporated and the product was partitioned between EtOAc and an aqueous solution of 1N HCl. The organic phase was washed with brine and dried over MgSO4. After evaporation of the solvent the product was distilled with a Kugelrohr apparatus under high vacuum (1 mmHg) to give 15.5 g of the title compound (99% yield). Starting materials: CO, COC(c1cc(C)no1)c1ccccc1C=O, CC(=NN)c1ccc(C(F)(F)F)cc1. The product is COC(c1cc(C)no1)c1ccccc1C=NN=C(C)c1ccc(C(F)(F)F)cc1. RXN SMILES: [CH3:32][OH:33].[CH:1](=[O:2])[c:3]1[c:4]([CH:5]([O:6][CH3:7])[c:8]2[cH:9][c:10]([CH3:13])[n:11][o:12]2)[cH:14][cH:15][cH:16][cH:17]1.[F:18][C:19]([c:20]1[cH:21][cH:22][c:23]([C:26]([CH3:27])=[N:28][NH2:29])[cH:24][cH:25]1)([F:30])[F:31]>>[CH:1]([c:3]1[c:4]([CH:5]([O:6][CH3:7])[c:8]2[cH:9][c:10]([CH3:13])[n:11][o:12]2)[cH:14][cH:15][cH:16][cH:17]1)=[N:29][N:28]=[C:26]([c:23]1[cH:22][cH:21][c:20]([C:19]([F:18])([F:30])[F:31])[cH:25][cH:24]1)[CH3:27]. The reactants are NaH2PO4, C(#N)C=1C=CC(=C(C=O)C1)F (5-cyano-2-fluorobenzaldehyde), Cl(=O)[O-].[Na+] (Sodium chlorite), OO (H2O2). Solvent: O (water), C(C)#N (acetonitrile), O (water). Run at time 1 hour. Yields the product C(#N)C=1C=CC(=C(C(=O)O)C1)F (5-cyano-2-fluorobenzoic acid). Isolated yield 90.4%. As a reaction SMILES: [C:1]([C:3]1[CH:4]=[CH:5][C:6]([F:11])=[C:7]([CH:10]=1)[CH:8]=[O:9])#[N:2].OO.Cl([O-])=[O:15].[Na+]>O.C(#N)C>[C:1]([C:3]1[CH:4]=[CH:5][C:6]([F:11])=[C:7]([CH:10]=1)[C:8]([OH:15])=[O:9])#[N:2] |f:2.3|. Reported procedure: NaH2PO4 (87 mg, 0.724 mmol) in water (3.5 mL) was added to a solution of 5-cyano-2-fluorobenzaldehyde (500 mg, 3.35 mmol) in acetonitrile (7 mL), followed by 30% H2O2 (0.31 mL). Sodium chlorite (434 mg, 4.8 mmol) in water (3.5 mL) was added dropwise to this reaction mixture at 0° C. The mixture was stirred at room temperature for 1 h, quenched with aqueous sodium sulfite solution at 0° C. and then acidified with 1.5N HCl solution. The aqueous solution was extracted with EtOAc and the combined ex...